The task is: describe an organic reaction: reactants, conditions, products, and yield. This data is from the Open Reaction Database (ORD), a public repository of structured organic reaction records. Starting materials: Br, CC#N, OCc1ccccc1OCc1ccccc1Cl, c1ccc([PH+](c2ccccc2)c2ccccc2)cc1. Yields the product [Br-], Clc1ccccc1COc1ccccc1C[P+](c1ccccc1)(c1ccccc1)c1ccccc1. RXN SMILES: [BrH:18].[CH3:38][C:39]#[N:40].[Cl:1][c:2]1[c:3]([CH2:4][O:5][c:6]2[c:7]([CH2:12][OH:13])[cH:8][cH:9][cH:10][cH:11]2)[cH:14][cH:15][cH:16][cH:17]1.[c:19]1([PH+:25]([c:26]2[cH:27][cH:28][cH:29][cH:30][cH:31]2)[c:32]2[cH:33][cH:34][cH:35][cH:36][cH:37]2)[cH:20][cH:21][cH:22][cH:23][cH:24]1>>[Br-:18].[Cl:1][c:2]1[c:3]([CH2:4][O:5][c:6]2[c:7]([CH2:12][P+:25]([c:19]3[cH:20][cH:21][cH:22][cH:23][cH:24]3)([c:26]3[cH:27][cH:28][cH:29][cH:30][cH:31]3)[c:32]3[cH:33][cH:34][cH:35][cH:36][cH:37]3)[cH:8][cH:9][cH:10][cH:11]2)[cH:14][cH:15][cH:16][cH:17]1. Starting materials: C(#N)C1=NC=CC=C1CCCCC(=O)OC (2-Cyano-3-(4-methoxycarbonylbutyl)pyridine), Cl (hydrochloric acid). The reagents and catalysts are [Pd] (palladium on charcoal). Run in CO (methanol). Product: Cl.NCC1=NC=CC=C1CCCCC(=O)OC (2-aminomethyl-3-(4-methoxycarbonylbutyl)pyridine hydrochloride). Reaction SMILES: [C:1]([C:3]1[C:8]([CH2:9][CH2:10][CH2:11][CH2:12][C:13]([O:15][CH3:16])=[O:14])=[CH:7][CH:6]=[CH:5][N:4]=1)#[N:2].[ClH:17]>CO.[Pd]>[ClH:17].[NH2:2][CH2:1][C:3]1[C:8]([CH2:9][CH2:10][CH2:11][CH2:12][C:13]([O:15][CH3:16])=[O:14])=[CH:7][CH:6]=[CH:5][N:4]=1 |f:4.5|. Procedure details: 2-Cyano-3-(4-methoxycarbonylbutyl)pyridine (2.40 g) is dissolved in 92 ml of methanol containing 2.4 ml of conc. hydrochloric acid and hydrogenated at atmospheric pressure with 1.2 g of 10% palladium on charcoal for 3 hours. Filtration, evaporation and recrystallization from ether-methylene chloride yields 2-aminomethyl-3-(4-methoxycarbonylbutyl)pyridine hydrochloride, m.p. 79°-81°. The reactants are CN(C)C(=[N+](C)C)ON1C2=C(C=CC=C2)N=N1.[B-](F)(F)(F)F (TBTU), N1([C@H](C(=O)O)CCC1)C(=O)OCC1=CC=CC=C1 (Z-Pro), N[C@@H](CC1=CNC2=CC=CC=C12)C(=O)N[C@@H](C(C)(C)C)C(=O)N[C@@H](CC(C)C)C(=O)OCC (Trp-Tle-Leu-OEt), CN1CCOCC1 (NMM). The solvent is CN(C)C=O (DMF). Conditions: temperature 0 celsius, time 1 hour. Yields the product N1([C@H](C(=O)N[C@@H](CC2=CNC3=CC=CC=C23)C(=O)N[C@@H](C(C)(C)C)C(=O)N[C@@H](CC(C)C)C(=O)OCC)CCC1)C(=O)OCC1=CC=CC=C1 (Z-Pro-Trp-Tle-Leu-OEt). Isolated yield 89.6%. As a reaction SMILES: [N:1]1([C:9]([O:11][CH2:12][C:13]2[CH:18]=[CH:17][CH:16]=[CH:15][CH:14]=2)=[O:10])[CH2:8][CH2:7][CH2:6][C@H:2]1[C:3]([OH:5])=O.[NH2:19][C@H:20]([C:31]([NH:33][C@H:34]([C:39]([NH:41][C@H:42]([C:47]([O:49][CH2:50][CH3:51])=[O:48])[CH2:43][CH:44]([CH3:46])[CH3:45])=[O:40])[C:35]([CH3:38])([CH3:37])[CH3:36])=[O:32])[CH2:21][C:22]1[C:30]2[C:25](=[CH:26][CH:27]=[CH:28][CH:29]=2)[NH:24][CH:23]=1.CN1CCOCC1.CN(C(ON1N=NC2C=CC=CC1=2)=[N+](C)C)C.[B-](F)(F)(F)F>CN(C=O)C>[N:1]1([C:9]([O:11][CH2:12][C:13]2[CH:18]=[CH:17][CH:16]=[CH:15][CH:14]=2)=[O:10])[CH2:8][CH2:7][CH2:6][C@H:2]1[C:3]([NH:19][C@H:20]([C:31]([NH:33][C@H:34]([C:39]([NH:41][C@H:42]([C:47]([O:49][CH2:50][CH3:51])=[O:48])[CH2:43][CH:44]([CH3:45])[CH3:46])=[O:40])[C:35]([CH3:37])([CH3:38])[CH3:36])=[O:32])[CH2:21][C:22]1[C:30]2[C:25](=[CH:26][CH:27]=[CH:28][CH:29]=2)[NH:24][CH:23]=1)=[O:5] |f:3.4|. Procedure: Z-Pro (2.18 g, 8.3 mmol) and Trp-Tle-Leu-OEt (prepared by catalytic hydrogenation of Z-Trp-Tle-Leu-OEt over palladium on charcoal) (3.47 g, 7.6 mmol), and NMM (0.92 mL) are dissolved in 35 mL DMF, cooled to 0° C., and treated with TBTU (2.66 g, 8.3 mmol). The reaction is stirred at 0° C. for 1 hour then removed from the ice bath and stirred at room temperature for 2 hours. The mixture is poured into 350 mL of a saturated solution of sodium bicarbonate which is then extracted with 350 mL of ethyl... The reactants are COc1cccc(Br)c1, CN(C)CC1CC(Cc2ccccc2)CCC1=O, Cl. The product is COc1cccc(C2(O)CCC(Cc3ccccc3)CC2CN(C)C)c1, Cl. As a reaction SMILES: [Br:20][c:21]1[cH:22][c:23]([O:27][CH3:28])[cH:24][cH:25][cH:26]1.[CH2:2]([c:3]1[cH:4][cH:5][cH:6][cH:7][cH:8]1)[CH:9]1[CH2:10][CH:11]([CH2:16][N:17]([CH3:18])[CH3:19])[C:12](=[O:15])[CH2:13][CH2:14]1.[ClH:1]>>[CH2:2]([c:3]1[cH:4][cH:5][cH:6][cH:7][cH:8]1)[CH:9]1[CH2:10][CH:11]([CH2:16][N:17]([CH3:18])[CH3:19])[C:12]([OH:15])([c:21]2[cH:22][c:23]([O:27][CH3:28])[cH:24][cH:25][cH:26]2)[CH2:13][CH2:14]1.[ClH:1]. Starting materials: CN(C)CC1=CC=C(O1)CSCCN (2-(5-dimethylaminomethyl-2-furanylmethylthio)ethylamine), [N+](=O)([O-])NC1=NC=C(C(N1)=O)CC=1C=NC(=CC1)CN(C)C (2-nitroamino-5-(6-dimethylaminomethyl-3-pyridylmethyl)-4-pyrimidone). The solvent is N1=CC=CC=C1 (pyridine). Product: CN(C)CC1=CC=C(O1)CSCCNC1=NC=C(C(N1)=O)CC=1C=NC(=CC1)CN(C)C (2-[2-(5-dimethylaminomethyl-2-furanylmethylthio)ethylamino]-5-(6-dimethylaminomethyl-3-pyridylmethyl)-4-pyrimidone). As a reaction SMILES: [CH3:1][N:2]([CH2:4][C:5]1[O:9][C:8]([CH2:10][S:11][CH2:12][CH2:13][NH2:14])=[CH:7][CH:6]=1)[CH3:3].[N+](N[C:19]1[NH:24][C:23](=[O:25])[C:22]([CH2:26][C:27]2[CH:28]=[N:29][C:30]([CH2:33][N:34]([CH3:36])[CH3:35])=[CH:31][CH:32]=2)=[CH:21][N:20]=1)([O-])=O>N1C=CC=CC=1>[CH3:3][N:2]([CH2:4][C:5]1[O:9][C:8]([CH2:10][S:11][CH2:12][CH2:13][NH:14][C:19]2[NH:24][C:23](=[O:25])[C:22]([CH2:26][C:27]3[CH:28]=[N:29][C:30]([CH2:33][N:34]([CH3:35])[CH3:36])=[CH:31][CH:32]=3)=[CH:21][N:20]=2)=[CH:7][CH:6]=1)[CH3:1]. Procedure details: A mixture of 2-(5-dimethylaminomethyl-2-furanylmethylthio)ethylamine (1.71 g) and 2-nitroamino-5-(6-dimethylaminomethyl-3-pyridylmethyl)-4-pyrimidone (1.98 g) in pyridine (12 ml) was refluxed for 22 hr, allowed to cool and the pyridine evaporated at reduced pressure. The residue was washed by decantation with hot water, dissolved in dilute ethanolic hydrochloric acid, and the solvent evaporated yielding 2-[2-(5-dimethylaminomethyl-2-furanylmethylthio)ethylamino]-5-(6-dimethylaminomethyl-3-pyridy... Reactants: CCC(=O)C1=CC=CC=C1 (2-methylacetophenone), C(=O)N (formamide), C(=O)O (formic acid). Yields the product CC1=C(C=CC=C1)C(C)N (1-(2'-Methylphenyl )Ethylamine). RXN SMILES: CC[C:3]([C:5]1[CH:10]=[CH:9][CH:8]=[CH:7][CH:6]=1)=O.[CH:11]([NH2:13])=O.[CH:14](O)=O>>[CH3:3][C:5]1[CH:10]=[CH:9][CH:8]=[CH:7][C:6]=1[CH:11]([NH2:13])[CH3:14]. Procedure: 26 ml of 2-methylacetophenone(0.2M), 32 ml of formamide and 7.5 ml of formic acid were mixed and reacted at 160° C. for 5 hours while distilling water off. The resultant was cooled to room temperature and extracted from ethyl ether. The extract was washed with water, concentrated under a reduced pressure, added with 20 ml of concentrated hydrochloric acid and heated under reflux for an hour. The reaction solution was cooled to room temperature, washed with ethyl ether and neutralized with aqueou... Yield: 63.3%. As a reaction SMILES: [F:1][C:2]([F:20])([F:19])[CH2:3][N:4]=[C:5]([NH2:18])[NH:6][C:7]1[CH:12]=[CH:11][N:10]=[C:9]([CH2:13][S:14][CH2:15][CH2:16][NH2:17])[N:8]=1.[CH3:21][NH:22][C:23](SC)=[CH:24][N+:25]([O-:27])=[O:26]>C(#N)C>[F:20][C:2]([F:1])([F:19])[CH2:3][N:4]=[C:5]([NH2:18])[NH:6][C:7]1[CH:12]=[CH:11][N:10]=[C:9]([CH2:13][S:14][CH2:15][CH2:16][NH:17][C:23]([NH:22][CH3:21])=[CH:24][N+:25]([O-:27])=[O:26])[N:8]=1. Solvent: C(C)#N (acetonitrile). Procedure: A mixture of 4-[2-(2,2,2-trifluoroethyl)guanidino]-2-[(2-aminoethyl)thiomethyl]pyrimidine (0.31 g.) 1-methylamino-1-methylthio-2-nitroethylene (0.15 g.) and acetonitrile (5 ml.) was heated under reflux for 6 hours and then left at room temperature for 18 hours. The yellow crystalline precipitate was collected to give 1-(2-[4-(2-[2,2,2-trifluoroethyl]guanidino)pyrimid-2-ylmethylthio]ethylamino)-1-methylamino-2-nitroethylene (0.26 g.), m.p. 154°-157° after recrystallisation from ethanol. The reactants are FC(CN=C(NC1=NC(=NC=C1)CSCCN)N)(F)F (4-[2-(2,2,2-trifluoroethyl)guanidino]-2-[(2-aminoethyl)thiomethyl]pyrimidine), CNC(=C[N+](=O)[O-])SC (1-methylamino-1-methylthio-2-nitroethylene). Product: FC(CN=C(NC1=NC(=NC=C1)CSCCNC(=C[N+](=O)[O-])NC)N)(F)F (1-(2-[4-(2-[2,2,2-trifluoroethyl]guanidino)pyrimid-2-ylmethylthio]ethylamino)-1-methylamino-2-nitroethylene). Conditions: time 18 hour. Starting materials: CSc1cc(Br)nc(Br)c1, O=C(OO)c1cccc(Cl)c1. Yields the product CS(=O)c1cc(Br)nc(Br)c1. RXN SMILES: [Br:1][c:2]1[n:3][c:4]([Br:10])[cH:5][c:6]([S:8][CH3:9])[cH:7]1.[Cl:11][c:12]1[cH:13][cH:14][cH:15][c:16]([C:17]([O:18][OH:20])=[O:19])[cH:21]1>>[Br:1][c:2]1[n:3][c:4]([Br:10])[cH:5][c:6]([S:8]([CH3:9])=[O:19])[cH:7]1. Starting materials: ClC=1C=C(C=CC1)C1N=C(NC(=C1C(=O)O)C)OC (4-(3-chlorophenyl)-2-methoxy-6-methyl-1,4-dihydropyrimidine-5-carboxylic acid), C1(=CC=CC=C1)C(CCN)C1=CC=CC=C1 (3,3-diphenylpropylamine), CCN=C=NCCCN(C)C.Cl (WSC hydrochloride). Solvent: ClCCl (dichloromethane). Reaction conditions: time 8 hour. Yields the product C1(=CC=CC=C1)C(CCNC(=O)C=1C(N=C(NC1C)N)C1=CC(=CC=C1)Cl)C1=CC=CC=C1 (2-amino-4-(3-chlorophenyl)-6-methyl-1,4-dihydropyrimidine-5-carboxylic acid (3,3-diphenylpropyl)amide). Reaction SMILES: [Cl:1][C:2]1[CH:3]=[C:4]([CH:8]2[C:13]([C:14]([OH:16])=O)=[C:12]([CH3:17])[NH:11][C:10](OC)=[N:9]2)[CH:5]=[CH:6][CH:7]=1.[C:20]1([CH:26]([C:30]2[CH:35]=[CH:34][CH:33]=[CH:32][CH:31]=2)[CH2:27][CH2:28][NH2:29])[CH:25]=[CH:24][CH:23]=[CH:22][CH:21]=1.CC[N:38]=C=NCCCN(C)C.Cl>ClCCl>[C:30]1([CH:26]([C:20]2[CH:21]=[CH:22][CH:23]=[CH:24][CH:25]=2)[CH2:27][CH2:28][NH:29][C:14]([C:13]2[CH:8]([C:4]3[CH:5]=[CH:6][CH:7]=[C:2]([Cl:1])[CH:3]=3)[N:9]=[C:10]([NH2:38])[NH:11][C:12]=2[CH3:17])=[O:16])[CH:31]=[CH:32][CH:33]=[CH:34][CH:35]=1 |f:2.3|. Procedure details: 158 mg (0.563 mmol) of 4-(3-chlorophenyl)-2-methoxy-6-methyl-1,4-dihydropyrimidine-5-carboxylic acid and 178 mg (0.844 mmol) of 3,3-diphenylpropylamine were dissolved in 20 ml of dichloromethane. 162 mg (0.844 mmol) of WSC hydrochloride was added to the obtained solution under cooling with ice, and they were stirred at room temperature overnight. After the concentration under reduced pressure, the reaction mixture was diluted with ethyl acetate and then washed with saturated aqueous sodium chlor... Isolated yield 73.7%. Reaction SMILES: N([C@:4]1([CH2:19][OH:20])[O:8][C@@H:7]([N:9]2[CH:16]=[CH:15][C:13](=[O:14])[NH:12][C:10]2=[O:11])[C@H:6]([OH:17])[C@@H:5]1[OH:18])=[N+]=[N-].CO[C:23](OC)([CH3:25])[CH3:24]>CC(C)=O.C(OCC)(=O)C.O.C1(C)C=CC(S(O)(=O)=O)=CC=1>[OH:20][CH2:19][CH:4]1[CH:5]2[O:18][C:23]([CH3:25])([CH3:24])[O:17][CH:6]2[CH:7]([N:9]2[CH:16]=[CH:15][C:13](=[O:14])[NH:12][C:10]2=[O:11])[O:8]1 |f:4.5|. Reagents/catalysts: O.C1(=CC=C(C=C1)S(=O)(=O)O)C (p-toluenesulfonic acid monohydrate). Procedure details: A mixture containing 3.0 g (10.5 mmol) of 4′-azidouridine, 0.05 g (0.26 mmol) p-toluenesulfonic acid monohydrate and 6 mL (48.8 mmol) 2,2-dimethoxypropane in 20 mL acetone was stirred at room temperature for 12 h. The reaction mixture was diluted with ethyl acetate, washed with saturated aqueous sodium hydrogen carbonate solution, dried over magnesium sulfate and evaporated to dryness under reduced pressure to give the desired product 2.20 g (64%) of as a white solid. Yields the product OCC1OC(C2C1OC(O2)(C)C)N2C(NC(C=C2)=O)=O (1-(6-Hydroxymethyl-2,2-dimethyl-tetrahydro-furo[3,4-d][1,3]dioxol-4-yl)-1H-pyrimidine-2,4-dione). Starting materials: N(=[N+]=[N-])[C@]1([C@H]([C@H]([C@@H](O1)N1C(=O)NC(=O)C=C1)O)O)CO (4′-azidouridine), COC(C)(C)OC (2,2-dimethoxypropane). Run at time 12 hour. Solvent: CC(=O)C (acetone), C(C)(=O)OCC (ethyl acetate).